Dataset: the Open Reaction Database (ORD), a public repository of structured organic reaction records. Task: describe an organic reaction: reactants, conditions, products, and yield The reactants are ClC1=CC=C(CC2=NC3=C(C=CC=C3C(=C2O)C(=O)O)C2=CC=CC=C2)C=C1 (2-(4-Chloro-benzyl)-3-hydroxy-8-phenyl-quinoline-4-carboxylic Acid), CC=1C=CC=C2C(C(NC12)=O)=O (7-methyl-1H-indole-2,3-dione), C(C)(=O)OCC(CC1=CC=C(C=C1)Cl)=O (3-(4-chlorophenyl)-2-oxopropyl acetate). The product is ClC1=CC=C(CC2=NC3=C(C=CC=C3C(=C2O)C(=O)O)C)C=C1 (2-(4-chlorobenzyl)-3-hydroxy-8-methylquinoline-4-carboxylic Acid). Isolated yield 38.0%. RXN SMILES: [Cl:1][C:2]1[CH:28]=[CH:27][C:5]([CH2:6][C:7]2[C:16]([OH:17])=[C:15]([C:18]([OH:20])=[O:19])[C:14]3[C:9](=[C:10]([C:21]4C=CC=CC=4)[CH:11]=[CH:12][CH:13]=3)[N:8]=2)=[CH:4][CH:3]=1.CC1C=CC=C2C=1NC(=O)C2=O.C(OCC(=O)CC1C=CC(Cl)=CC=1)(=O)C>>[Cl:1][C:2]1[CH:3]=[CH:4][C:5]([CH2:6][C:7]2[C:16]([OH:17])=[C:15]([C:18]([OH:20])=[O:19])[C:14]3[C:9](=[C:10]([CH3:21])[CH:11]=[CH:12][CH:13]=3)[N:8]=2)=[CH:27][CH:28]=1. Procedure: This compound was synthesized by the procedure described above for Compound 2, reacting 7-methyl-1H-indole-2,3-dione (1.00 g, 6.21 mmol) with intermediate 2 (1.76 g, 7.76 mmol). The crude acid was purified as described above for Compound 3 to give Compound 6 as a bright yellow powder (0.774 g, 38% yield): 1H NMR (400 MHz, DMSO-D6) δ 2.65 (s, 3H) 4.33 (s, 2H) 7.35 (m, 4H) 7.44 (m, 2H) 8.30 (dd, J=8.1, 1.3 Hz, 1H). Reactants: [BH4-], C[O-], CO, Nc1ccc2[nH]c3ccc(OCc4ccccc4)cc3c2c1, [Na+], [Na+], [Na+], [OH-]. Yields the product CNc1ccc2[nH]c3ccc(OCc4ccccc4)cc3c2c1. As a reaction SMILES: [BH4-:26].[CH3:23][O-:24].[CH3:30][OH:31].[NH2:1][c:2]1[cH:3][cH:4][c:5]2[nH:6][c:7]3[cH:8][cH:9][c:10]([O:15][CH2:16][c:17]4[cH:18][cH:19][cH:20][cH:21][cH:22]4)[cH:11][c:12]3[c:13]2[cH:14]1.[Na+:25].[Na+:27].[Na+:29].[OH-:28]>>[NH:1]([c:2]1[cH:3][cH:4][c:5]2[nH:6][c:7]3[cH:8][cH:9][c:10]([O:15][CH2:16][c:17]4[cH:18][cH:19][cH:20][cH:21][cH:22]4)[cH:11][c:12]3[c:13]2[cH:14]1)[CH3:23].